This data is from the Open Reaction Database (ORD), a public repository of structured organic reaction records. The task is: describe an organic reaction: reactants, conditions, products, and yield Reported procedure: FIG. 7 represents another useful process which incorporates the present invention. This process uses the large amount of steam available in a sodium carbonate monohydrate crystallizer train to reduce L/G ratios and accomplish significantly larger conversion of bicarbonate to carbonate. Mine water 81 is split into four streams and fed to four strippers 83, 85, 87, and 89. Preferably, each of the four mine water streams is preheated to about the operating temperature of the stripper to which it is... The product is O.O.O.O.O.O.O.O.O.O.C([O-])([O-])=O.[Na+].[Na+] (sodium carbonate decahydrate). RXN SMILES: [OH2:1].[C:2](=[O:5])([O-:4])[O-:3].[Na+:6].[Na+].C(=O)(O)[O-:9].C(=O)([O-])[O-:13].C(=O)=[O:17]>>[OH2:3].[OH2:9].[OH2:13].[OH2:17].[OH2:1].[OH2:3].[OH2:3].[OH2:3].[OH2:3].[OH2:3].[C:2](=[O:3])([O-:5])[O-:4].[Na+:6].[Na+:6] |f:0.1.2.3,7.8.9.10.11.12.13.14.15.16.17.18.19|. The reactants are O.C([O-])([O-])=O.[Na+].[Na+] (sodium carbonate monohydrate), C(=O)=O (carbon dioxide), C([O-])([O-])=O (carbonate), C([O-])(O)=O (bicarbonate), C([O-])([O-])=O (carbonate), C([O-])(O)=O (bicarbonate).